This data is from the Open Reaction Database (ORD), a public repository of structured organic reaction records. The task is: describe an organic reaction: reactants, conditions, products, and yield The reactants are COC(C(=O)O)C1=NC=CC=C1 ((RS)-Methoxy-pyridin-2-yl-acetic acid), NCC1=CC=C(C#N)C=C1 (4-aminomethyl benzonitrile). Product: C(#N)C1=CC=C(CNC(C(C2=NC=CC=C2)OC)=O)C=C1 ((RS)-N-(4-cyano-benzyl)-2-methoxy-2-pyridin-2-yl-acetamide). As a reaction SMILES: [CH3:1][O:2][CH:3]([C:7]1[CH:12]=[CH:11][CH:10]=[CH:9][N:8]=1)[C:4]([OH:6])=O.[NH2:13][CH2:14][C:15]1[CH:22]=[CH:21][C:18]([C:19]#[N:20])=[CH:17][CH:16]=1>>[C:14]([C:15]1[CH:22]=[CH:21][C:18]([CH2:19][NH:20][C:4](=[O:6])[CH:3]([O:2][CH3:1])[C:7]2[CH:12]=[CH:11][CH:10]=[CH:9][N:8]=2)=[CH:17][CH:16]=1)#[N:13]. Procedure details: (RS)-Methoxy-pyridin-2-yl-acetic acid was reacted with 4-aminomethyl benzonitrile according to general procedure B to give (RS)-N-(4-cyano-benzyl)-2-methoxy-2-pyridin-2-yl-acetamide. Brown oil. MS 282.2 ([M+H]+) Starting materials: [Br-], C1CCOC1, O=CCC1CC1, [Cl-], [NH4+], O, [Mg+]c1ccccn1. The product is OC(CC1CC1)c1ccccn1. Reaction SMILES: [Br-:7].[CH2:18]1[O:19][CH2:20][CH2:21][CH2:22]1.[CH:1]1([CH2:4][CH:5]=[O:6])[CH2:2][CH2:3]1.[Cl-:15].[NH4+:16].[OH2:17].[n:8]1[c:9]([Mg+:14])[cH:10][cH:11][cH:12][cH:13]1>>[CH:1]1([CH2:4][CH:5]([OH:6])[c:9]2[n:8][cH:13][cH:12][cH:11][cH:10]2)[CH2:2][CH2:3]1. Starting materials: CN(C)c1ccncc1, O=C(Cl)c1cccc(C(F)(F)F)c1, Nc1cccc(Oc2ccc3nc(NC(=O)C4CC4)oc3c2)c1, c1ccncc1. The product is O=C(Nc1cccc(Oc2ccc3nc(NC(=O)C4CC4)oc3c2)c1)c1cccc(C(F)(F)F)c1. Reaction SMILES: [CH3:43][N:44]([CH3:45])[c:46]1[cH:47][cH:48][n:49][cH:50][cH:51]1.[F:24][C:25]([c:26]1[cH:27][c:28]([C:29](=[O:30])[Cl:31])[cH:32][cH:33][cH:34]1)([F:35])[F:36].[NH2:1][c:2]1[cH:3][c:4]([O:5][c:6]2[cH:7][c:8]3[c:9]([n:10][c:11]([NH:13][C:14](=[O:15])[CH:16]4[CH2:17][CH2:18]4)[o:12]3)[cH:19][cH:20]2)[cH:21][cH:22][cH:23]1.[cH:37]1[cH:38][cH:39][n:40][cH:41][cH:42]1>>[NH:1]([c:2]1[cH:3][c:4]([O:5][c:6]2[cH:7][c:8]3[c:9]([n:10][c:11]([NH:13][C:14](=[O:15])[CH:16]4[CH2:17][CH2:18]4)[o:12]3)[cH:19][cH:20]2)[cH:21][cH:22][cH:23]1)[C:29]([c:28]1[cH:27][c:26]([C:25]([F:24])([F:35])[F:36])[cH:34][cH:33][cH:32]1)=[O:30]. The reactants are C(C1=CC=CC=C1)Br (benzyl bromide), C(C)(=O)N1[C@@H](C=2NC3=CC=CC=C3C2C[C@H]1C(=O)OCC1=CC=CC=C1)CC12CC3CC(CC(C1)C3)C2 ((1R,3S)-benzyl 2-acetyl-1-(1-adamantyl)methyl-1,2,3,4-tetrahydro-9H-pyrido[3,4-b]indole-3-carboxylate), [H-].[Na+] (sodium hydride). Solvent: CN(C)C=O (DMF), C(C)(=O)OCC (ethyl acetate), CN(C)C=O (DMF), CN(C)C=O (DMF). Conditions: time 15 minute. Product: C(C)(=O)N1[C@@H](C=2N(C3=CC=CC=C3C2C[C@H]1C(=O)OCC1=CC=CC=C1)CC1=CC=CC=C1)CC12CC3CC(CC(C1)C3)C2 ((1R,3S)-benzyl 2-acetyl-1-(1-adamantyl)methyl-9-benzyl-1,2,3,4-tetrahydro-9H-pyrido[3,4-b]indole-3-carboxylate). RXN SMILES: [C:1]([N:4]1[C@H:16]([C:17]([O:19][CH2:20][C:21]2[CH:26]=[CH:25][CH:24]=[CH:23][CH:22]=2)=[O:18])[CH2:15][C:14]2[C:13]3[C:8](=[CH:9][CH:10]=[CH:11][CH:12]=3)[NH:7][C:6]=2[C@H:5]1[CH2:27][C:28]12[CH2:37][CH:32]3[CH2:33][CH:34]([CH2:36][CH:30]([CH2:31]3)[CH2:29]1)[CH2:35]2)(=[O:3])[CH3:2].[H-].[Na+].[CH2:40](Br)[C:41]1[CH:46]=[CH:45][CH:44]=[CH:43][CH:42]=1>CN(C=O)C.C(OCC)(=O)C>[C:1]([N:4]1[C@H:16]([C:17]([O:19][CH2:20][C:21]2[CH:26]=[CH:25][CH:24]=[CH:23][CH:22]=2)=[O:18])[CH2:15][C:14]2[C:13]3[C:8](=[CH:9][CH:10]=[CH:11][CH:12]=3)[N:7]([CH2:40][C:41]3[CH:46]=[CH:45][CH:44]=[CH:43][CH:42]=3)[C:6]=2[C@H:5]1[CH2:27][C:28]12[CH2:29][CH:30]3[CH2:31][CH:32]([CH2:33][CH:34]([CH2:36]3)[CH2:35]1)[CH2:37]2)(=[O:3])[CH3:2] |f:1.2|. Procedure details: A solution of (1R,3S)-benzyl 2-acetyl-1-(1-adamantyl)methyl-1,2,3,4-tetrahydro-9H-pyrido[3,4-b]indole-3-carboxylate (6.3 g, 12.7 mmol) in dry DMF (50 ml) was added dropwise to a slurry of sodium hydride (60% dispersion in oil/0.56 g, 14 mmol) in dry DMF (20 ml) under nitrogen at room temperature. The reaction mixture was stirred for 15 minutes at room temperature to which was added dropwise a solution of benzyl bromide (1.6 ml, 13.5 mmol) in DMF (10 ml). The reaction was stirred for a further on... Reactants: COc1ccc(C2(CCS(C)(=O)=O)CCN(C(=O)c3cc(OC)c(OC)c(OC)c3)C2)cc1OC, CC#N, CCOC(C)=O, CCN(C(C)C)C(C)C, ClCCl, O=C(c1nc2ccccc2n1Cc1ccc(F)cc1)C1CCNCC1. Yields the product COc1ccc(C2(CCN3CCC(C(=O)c4nc5ccccc5n4Cc4ccc(F)cc4)CC3)CCN(C(=O)c3cc(OC)c(OC)c(OC)c3)C2)cc1OC. As a reaction SMILES: [CH3:1][O:2][c:3]1[cH:4][c:5]([C:6](=[O:7])[N:8]2[CH2:9][C:10]([CH2:13][CH2:14][S:15]([CH3:16])(=[O:17])=[O:18])([c:19]3[cH:20][c:21]([O:27][CH3:28])[c:22]([O:25][CH3:26])[cH:23][cH:24]3)[CH2:11][CH2:12]2)[cH:29][c:30]([O:34][CH3:35])[c:31]1[O:32][CH3:33].[CH3:73][C:74]#[N:75].[CH3:76][CH2:77][O:78][C:79](=[O:80])[CH3:81].[CH:61]([N:62]([CH:63]([CH3:64])[CH3:65])[CH2:66][CH3:67])([CH3:68])[CH3:69].[Cl:70][CH2:71][Cl:72].[F:36][c:37]1[cH:38][cH:39][c:40]([CH2:41][n:42]2[c:43]([C:51](=[O:52])[CH:53]3[CH2:54][CH2:55][NH:56][CH2:57][CH2:58]3)[n:44][c:45]3[c:46]2[cH:47][cH:48][cH:49][cH:50]3)[cH:59][cH:60]1>>[CH3:1][O:2][c:3]1[cH:4][c:5]([C:6](=[O:7])[N:8]2[CH2:9][C:10]([CH2:13][CH2:14][N:56]3[CH2:55][CH2:54][CH:53]([C:51]([c:43]4[n:42]([CH2:41][c:40]5[cH:39][cH:38][c:37]([F:36])[cH:60][cH:59]5)[c:46]5[c:45]([n:44]4)[cH:50][cH:49][cH:48][cH:47]5)=[O:52])[CH2:58][CH2:57]3)([c:19]3[cH:20][c:21]([O:27][CH3:28])[c:22]([O:25][CH3:26])[cH:23][cH:24]3)[CH2:11][CH2:12]2)[cH:29][c:30]([O:34][CH3:35])[c:31]1[O:32][CH3:33]. Reactants: FC1=C(C(=O)O)C=C(C=C1)F (2,5-difluorobenzoic acid), FC1(CCC(CC1)(C=1C=NC(=CC1)F)CN)F (C-[4,4-difluoro-1-(6-fluoro-pyridin-3-yl)-cyclohexyl]-methylamine). Yields the product FC1(CCC(CC1)(C=1C=NC(=CC1)F)CNC(C1=C(C=CC(=C1)F)F)=O)F (N-[4,4-Difluoro-1-(6-fluoro-pyridin-3-yl)-cyclohexylmethyl]-2,5-difluoro-benzamide). As a reaction SMILES: [F:1][C:2]1[CH:10]=[CH:9][C:8]([F:11])=[CH:7][C:3]=1[C:4]([OH:6])=O.[F:12][C:13]1([F:28])[CH2:18][CH2:17][C:16]([CH2:26][NH2:27])([C:19]2[CH:20]=[N:21][C:22]([F:25])=[CH:23][CH:24]=2)[CH2:15][CH2:14]1>>[F:28][C:13]1([F:12])[CH2:14][CH2:15][C:16]([CH2:26][NH:27][C:4](=[O:6])[C:3]2[CH:7]=[C:8]([F:11])[CH:9]=[CH:10][C:2]=2[F:1])([C:19]2[CH:20]=[N:21][C:22]([F:25])=[CH:23][CH:24]=2)[CH2:17][CH2:18]1. Procedure details: From 2,5-difluorobenzoic acid and C-[4,4-difluoro-1-(6-fluoro-pyridin-3-yl)-cyclohexyl]-methylamine. LCMS (MH+): m/z=385.2, tR (minutes, Method D)=0.71 Starting materials: CC(C)=O, [Na+], C=C(C)C(C(=O)OC(C(C)=O)C(=O)OC)N1C(=O)C(NC(=O)COc2ccccc2)C1SSc1nc2ccccc2s1, O, O=S(=S)(Oc1nc2ccccc2s1)c1ccccc1, O=S([O-])c1ccccc1. Product: C=C(C)C(C(=O)OC(C(C)=O)C(=O)OC)N1C(=O)C(NC(=O)COc2ccccc2)C1SS(=O)(=O)c1ccccc1. RXN SMILES: [CH3:73][C:74](=[O:75])[CH3:76].[Na+:72].[O:1]([c:2]1[cH:3][cH:4][cH:5][cH:6][cH:7]1)[CH2:8][C:9](=[O:10])[NH:11][CH:12]1[C:13](=[O:42])[N:14]([CH:27]([C:28](=[O:29])[O:30][CH:31]([C:32]([CH3:33])=[O:34])[C:35](=[O:36])[O:37][CH3:38])[C:39](=[CH2:40])[CH3:41])[CH:15]1[S:16][S:17][c:18]1[s:19][c:20]2[cH:21][cH:22][cH:23][cH:24][c:25]2[n:26]1.[OH2:62].[c:43]1([S:49](=[O:50])([O:51][c:52]2[s:53][c:54]3[cH:55][cH:56][cH:57][cH:58][c:59]3[n:60]2)=[S:61])[cH:44][cH:45][cH:46][cH:47][cH:48]1.[c:63]1([S:64]([O-:65])=[O:66])[cH:67][cH:68][cH:69][cH:70][cH:71]1>>[O:1]([c:2]1[cH:3][cH:4][cH:5][cH:6][cH:7]1)[CH2:8][C:9](=[O:10])[NH:11][CH:12]1[C:13](=[O:42])[N:14]([CH:27]([C:28](=[O:29])[O:30][CH:31]([C:32]([CH3:33])=[O:34])[C:35](=[O:36])[O:37][CH3:38])[C:39](=[CH2:40])[CH3:41])[CH:15]1[S:51][S:49]([c:43]1[cH:44][cH:45][cH:46][cH:47][cH:48]1)(=[O:50])=[O:61]. Reactants: COC1=CC(=CC2=C1NC3=C2C=CC=C3)C(=O)OC (mukonine), COC=1C=C(C=C2C1NC3=C2C=CC=C3)C=O (murrayanine), fatty acids, C(COP(=O)(O)OCC(COC=O)O)N (lysophosphatidylethanolamine), CC1=C(C=C2C(=C1)C3=C(N2)C(=C(C=C3)O)C/C=C(\C)/CCC=C(C)C)OC (murrayanol), glucoside, sterols, phospholipids, glycolipids, triacylglycerols, glycolipids, phosphatidylethanolamine, phosphatidylcholine, lysophosphatidylcholine, carbazole alkaloid—murrayazolinol, monoacylglycerols, carbazole alkaloids—isomahanine, diacylglycerols, phospholipids. The product is CC1=CC=2C=3C=CC=CC3NC2C4=C1OC(C=C4)(C)CCC=C(C)C (mahanimbine), CC=1C=C2C=3C=CC=CC3NC2=C4C1OC(C=C4)(C)C (girinimbine), CC1=CC=2C=3C=C(C=CC3NC2C4=C1OC(C=C4)(C)C)OC (koenimbine), CC1=CC=2C=3C=CC(=CC3NC2C4=C1O[C@H](C=C4)CCC=C(C)C)O (mahanine). As a reaction SMILES: [CH3:1][O:2][C:3]1[C:8]2[NH:9][C:10]3[CH:15]=[CH:14][CH:13]=[CH:12][C:11]=3[C:7]=2[CH:6]=[C:5]([C:16](OC)=O)[CH:4]=1.C[O:21][C:22]1[CH:23]=[C:24]([CH:35]=O)[CH:25]=[C:26]2[C:30]3[CH:31]=[CH:32][CH:33]=[CH:34][C:29]=3[NH:28][C:27]=12.C(N)[CH2:38][O:39]P(OCC(O)COC=O)(O)=O.[CH3:52][C:53]1[CH:58]=[C:57]2[C:59]3[CH:65]=[CH:64][C:63]([OH:66])=[C:62]([CH2:67]/[CH:68]=[C:69](/[CH2:71][CH2:72][CH:73]=[C:74]([CH3:76])[CH3:75])\[CH3:70])[C:60]=3[NH:61][C:56]2=[CH:55][C:54]=1[O:77]C>>[CH3:16][C:5]1[C:4]2[O:21][C:69]([CH2:71][CH2:72][CH:73]=[C:74]([CH3:76])[CH3:75])([CH3:70])[CH:68]=[CH:67][C:3]=2[C:8]2[NH:9][C:10]3[CH:15]=[CH:14][CH:13]=[CH:12][C:11]=3[C:7]=2[CH:6]=1.[CH3:1][C:64]1[CH:65]=[C:59]2[C:60](=[C:62]3[CH:67]=[CH:68][C:69]([CH3:70])([CH3:71])[O:66][C:63]=13)[NH:61][C:56]1[CH:55]=[CH:54][CH:53]=[CH:58][C:57]2=1.[CH3:52][C:53]1[C:54]2[O:77][C:24]([CH3:35])([CH3:25])[CH:23]=[CH:22][C:55]=2[C:56]2[NH:61][C:60]3[CH:62]=[CH:63][C:64]([O:39][CH3:38])=[CH:65][C:59]=3[C:57]=2[CH:58]=1.[CH3:35][C:24]1[C:23]2[O:66][C@@H:63]([CH2:64][CH2:65][CH:59]=[C:57]([CH3:58])[CH3:56])[CH:62]=[CH:60][C:22]=2[C:27]2[NH:28][C:29]3[CH:34]=[C:33]([OH:2])[CH:32]=[CH:31][C:30]=3[C:26]=2[CH:25]=1. Reported procedure: Phytochemistry: Isolation and structure of pyranocarbazole alkaloid—grinimbine, mp.176°. Isolation and synthesis of murrayanine (3-formyl-1-methoxycarbazole), mp. 168°, from bark.New alkaloids—mahanimbine , mp. 94°, koenimbine, mp. 194° and koenigicine , mp. 224°—from fruits and leaves. A carbazole carboxylic acid—mukoeic acid, mp. 242°—from stem bark. Curryangine and curryanine isolated and structure of former proposed. Cyclomahanimbine and mahanimbidine isolated from leaves and their structure... The reactants are CC(=O)O, Cc1ccsc1CNC1=NC(=O)CS1, Cc1ccsc1CNC1=NC(=O)C(=Cc2ccc3ncc(C#N)c(OC(C)C)c3n2)S1, N#Cc1cnc2ccc(C=C3SC(NCc4cccs4)=NC3=O)nc2c1, O. Product: Cc1ccsc1CNC1=NC(=O)C(=Cc2ccc3ncc(C#N)cc3n2)S1. RXN SMILES: [C:72]([OH:73])(=[O:74])[CH3:75].[CH3:1][c:2]1[cH:3][cH:4][s:5][c:6]1[CH2:7][NH:8][C:9]1=[N:14][C:12](=[O:13])[CH2:11][S:10]1.[CH:15]([O:16][c:19]1[c:20]([C:44]#[N:45])[cH:21][n:22][c:23]2[cH:24][cH:25][c:26]([CH:29]=[C:30]3[C:31](=[O:43])[N:32]=[C:33]([NH:35][CH2:36][c:37]4[s:38][cH:39][cH:40][c:41]4[CH3:42])[S:34]3)[n:27][c:28]12)([CH3:17])[CH3:18].[O:46]=[C:47]1[C:48](=[CH:49][c:50]2[n:51][c:52]3[c:53]([cH:54][cH:55]2)[n:56][cH:57][c:58]([C:59]#[N:60])[cH:61]3)[S:62][C:63]([NH:64][CH2:65][c:66]2[s:67][cH:68][cH:69][cH:70]2)=[N:71]1.[OH2:76]>>[cH:19]1[c:20]([C:44]#[N:45])[cH:21][n:22][c:23]2[cH:24][cH:25][c:26]([CH:29]=[C:30]3[C:31](=[O:43])[N:32]=[C:33]([NH:35][CH2:36][c:37]4[s:38][cH:39][cH:40][c:41]4[CH3:42])[S:34]3)[n:27][c:28]12.